From a dataset of the Open Reaction Database (ORD), a public repository of structured organic reaction records. describe an organic reaction: reactants, conditions, products, and yield Starting materials: [Cl-].[Zn+2].[Cl-] (zinc chloride), CC(CC[Mg]Br)CCCC(C)C (3,7-dimethyloctylmagnesium bromide), CC(CCBr)CCCC(C)C (3,7-dimethyloctyl bromide), [Mg] (magnesium), C(CBr)Br (ethylene dibromide). The solvent is O1CCCC1 (tetrahydrofuran), O1CCCC1 (tetrahydrofuran), O1CCCC1 (tetrahydrofuran). Reaction conditions: time 1 hour. Product: Grignard reagent, [Cl-].CC(CC[Zn+])CCCC(C)C (3,7-dimethyloctylzinc chloride). RXN SMILES: [CH3:1][CH:2]([CH2:6][CH2:7][CH2:8][CH:9]([CH3:11])[CH3:10])[CH2:3][CH2:4]Br.[Mg].C(Br)CBr.[Cl-:17].[Zn+2:18].[Cl-].CC(CCCC(C)C)CC[Mg]Br>O1CCCC1>[Cl-:17].[CH3:1][CH:2]([CH2:6][CH2:7][CH2:8][CH:9]([CH3:11])[CH3:10])[CH2:3][CH2:4][Zn+:18] |f:3.4.5,8.9|. Procedure details: A Grignard reagent was prepared from 3.63 g (0.016 mol) of 3,7-dimethyloctyl bromide, 0.363 g (0.015 mol) of metallic magnesium, 40 ml of tetrahydrofuran and 3 droplets of ethylene dibromide as a reaction initiator. 2.09 g (0.015 mol) of anhydrous zinc chloride was added to the tetrahydrofuran solution of 3,7-dimethyloctylmagnesium bromide, while keeping the solution at 20° C. The obtained mixture was stirred at that temperature for one hour to give a cloudy tetrahydrofuran solution of 3,7-dimet... Reactants: FC=1C=C(C=CC1)I (3-fluoro-iodobenzene), C1(CCC1)N1CCN(CCC1)C(=O)[C@@H]1N(C[C@H](C1)O)C(C)=O ((2R,4S)-1-[2-(4-cyclobutyl-[1,4]diazepane-1-carbonyl)-4-hydroxy-pyrrolidin-1-yl]-ethanone). Product: C1(CCC1)N1CCN(CCC1)C(=O)[C@@H]1N(C[C@H](C1)OC1=CC(=CC=C1)F)C(C)=O ((2R,4S)-1-[2-(4-Cyclobutyl-[1,4]diazepane-1-carbonyl)-4-(3-fluoro-phenoxy)-pyrrolidin-1-yl]-ethanone). As a reaction SMILES: [F:1][C:2]1[CH:3]=[C:4](I)[CH:5]=[CH:6][CH:7]=1.[CH:9]1([N:13]2[CH2:19][CH2:18][CH2:17][N:16]([C:20]([C@H:22]3[CH2:26][C@H:25]([OH:27])[CH2:24][N:23]3[C:28](=[O:30])[CH3:29])=[O:21])[CH2:15][CH2:14]2)[CH2:12][CH2:11][CH2:10]1>>[CH:9]1([N:13]2[CH2:19][CH2:18][CH2:17][N:16]([C:20]([C@H:22]3[CH2:26][C@H:25]([O:27][C:4]4[CH:5]=[CH:6][CH:7]=[C:2]([F:1])[CH:3]=4)[CH2:24][N:23]3[C:28](=[O:30])[CH3:29])=[O:21])[CH2:15][CH2:14]2)[CH2:12][CH2:11][CH2:10]1. Procedure details: The title compound was prepared by Preparation 1: acylation as described for Example 114; or Preparation 2: reaction of 3-fluoro-iodobenzene and (2R,4S)-1-[2-(4-cyclobutyl-[1,4]diazepane-1-carbonyl)-4-hydroxy-pyrrolidin-1-yl]-ethanone as described for Example 48. MS (ESI): mass calcd. for C22H30FN3O3, 403.23; m/z found, 404.3 [M+H]+. 1H NMR (CDCl3): 7.28-7.23 (m, 1H), 6.75-6.69 (m, 1H), 6.69-6.64 (m, 1H), 6.65-6.55 (m, 1H), 5.15-4.90 (m, 1H), 4.07 (dd, J=11.2, 4.9 Hz, 1H), 3.89-3.47 (m, 5H), 3.0... Starting materials: N1=CC=C(C=C1)CC(=O)C1=CC=C(C=C1)OC (2-(4-pyridyl)-4′-methoxyacetophenone), C(C)(C)[N-]C(C)C.[Li+] (lithium diisopropylamide), BrCC(=O)OC (Methyl bromoacetate). Run in O1CCCC1 (tetrahydrofuran), C1(=CC=CC=C1)C (toluene). Reaction conditions: time 30 minute. Product: COC1=CC=C(C=C1)C(C(CC(=O)OC)C1=CC=NC=C1)=O (methyl 4-(4-methoxyphenyl)-4-oxo-3-(4-pyridyl)butanoate). RXN SMILES: [N:1]1[CH:6]=[CH:5][C:4]([CH2:7][C:8]([C:10]2[CH:15]=[CH:14][C:13]([O:16][CH3:17])=[CH:12][CH:11]=2)=[O:9])=[CH:3][CH:2]=1.C([N-]C(C)C)(C)C.[Li+].Br[CH2:27][C:28]([O:30][CH3:31])=[O:29]>O1CCCC1.C1(C)C=CC=CC=1>[CH3:17][O:16][C:13]1[CH:12]=[CH:11][C:10]([C:8](=[O:9])[CH:7]([C:4]2[CH:5]=[CH:6][N:1]=[CH:2][CH:3]=2)[CH2:27][C:28]([O:30][CH3:31])=[O:29])=[CH:15][CH:14]=1 |f:1.2|. Procedure details: Under an argon, 2-(4-pyridyl)-4′-methoxyacetophenone (J. Am. Chem. Soc., 112, 2163-3168, 1990: Dimitrios Stefanidis and John W. Bunting; 9.6 g, 42.3 mmol) was suspended in tetrahydrofuran (200 ml), and under ice cooling, lithium diisopropylamide (2.0 M solution; 25 ml, 50.0 mmol) was added. At the same temperature, the mixture was stirred for 30 minutes. Methyl bromoacetate (6.0 ml, 63.4 mmol) was then added dropwise, and the mixture was stirred under ice cooling for 1 hour and then at room temp... Starting materials: CC(C)(C)OC(=O)NCCCOc1ccc(Cl)cc1[N+](=O)[O-], CCO, O=[Pt]. Yields the product CC(C)(C)OC(=O)NCCCOc1ccc(Cl)cc1N. RXN SMILES: [C:1]([CH3:2])([CH3:3])([CH3:4])[O:5][C:6]([NH:7][CH2:8][CH2:9][CH2:10][O:11][c:12]1[c:13]([N+:19]([O-:20])=[O:21])[cH:14][c:15]([Cl:18])[cH:16][cH:17]1)=[O:22].[CH3:23][CH2:24][OH:25].[Pt:26]=[O:27]>>[C:1]([CH3:2])([CH3:3])([CH3:4])[O:5][C:6]([NH:7][CH2:8][CH2:9][CH2:10][O:11][c:12]1[c:13]([NH2:19])[cH:14][c:15]([Cl:18])[cH:16][cH:17]1)=[O:22]. Starting materials: C(C1=CC=CC=C1)N1C2=C(N([C@H]3[C@@H](C1=O)CCC3)C(CCl)=O)C=CC=C2 ((3aR*,10aS*)-9-benzyl-4-(chloroacetyl)-2,3,3a,4,9,10a-hexahydrobenzo[b]-cyclopenta[e][1,4]diazepin-10(1H)-one), C(C1=CC=CC=C1)NCC1=CC=CC=C1 (dibenzylamine), C(O)([O-])=O.[Na+] (sodium hydrogencarbonate). Solvent: ClCCCl (1,2-dichloroethane). The product is C(C1=CC=CC=C1)N1C2=C(N([C@H]3[C@@H](C1=O)CCC3)C(CN(CC3=CC=CC=C3)CC3=CC=CC=C3)=O)C=CC=C2 ((3aR*,10aS*)-9-Benzyl-4-((N,N-dibenzylamino)acetyl)-2,3,3a,4,9,10a-hexahydrobenzo[b]cyclopenta[e][1,4]-diazepin-10(1H)-one). The yield is 28.0%. RXN SMILES: [CH2:1]([N:8]1[C:14](=[O:15])[C@H:13]2[CH2:16][CH2:17][CH2:18][C@H:12]2[N:11]([C:19](=[O:22])[CH2:20]Cl)[C:10]2[CH:23]=[CH:24][CH:25]=[CH:26][C:9]1=2)[C:2]1[CH:7]=[CH:6][CH:5]=[CH:4][CH:3]=1.[CH2:27]([NH:34][CH2:35][C:36]1[CH:41]=[CH:40][CH:39]=[CH:38][CH:37]=1)[C:28]1[CH:33]=[CH:32][CH:31]=[CH:30][CH:29]=1.C(=O)([O-])O.[Na+]>ClCCCl>[CH2:1]([N:8]1[C:14](=[O:15])[C@H:13]2[CH2:16][CH2:17][CH2:18][C@H:12]2[N:11]([C:19](=[O:22])[CH2:20][N:34]([CH2:27][C:28]2[CH:33]=[CH:32][CH:31]=[CH:30][CH:29]=2)[CH2:35][C:36]2[CH:41]=[CH:40][CH:39]=[CH:38][CH:37]=2)[C:10]2[CH:23]=[CH:24][CH:25]=[CH:26][C:9]1=2)[C:2]1[CH:7]=[CH:6][CH:5]=[CH:4][CH:3]=1 |f:2.3|. Reported procedure: A solution of (3aR*,10aS*)-9-benzyl-4-(chloroacetyl)-2,3,3a,4,9,10a-hexahydrobenzo[b]-cyclopenta[e][1,4]diazepin-10(1H)-one (1.0 g, 2.7 mmol) and dibenzylamine (5.36 g, 27.1 mmol) in 1,2-dichloroethane (30 mL) was refluxed for 17 hours, to which was added a saturated aqueous solution of sodium hydrogencarbonate, followed by extraction with dichloromethane. The extract solution was washed with water and dried, followed by distilling off the solvent. The residue was purified by silica-gel column c... The reactants are Cc1oc(-c2ccc(Br)cc2)nc1CCN1CCCCC1C, O=C([O-])[O-], C1COCCO1, CS(=O)(=O)c1ccc(B(O)O)cc1, [Na+], [Na+]. Product: Cc1oc(-c2ccc(-c3ccc(S(C)(=O)=O)cc3)cc2)nc1CCN1CCCCC1C. Reaction SMILES: [Br:1][c:2]1[cH:3][cH:4][c:5](-[c:8]2[o:9][c:10]([CH3:22])[c:11]([CH2:13][CH2:14][N:15]3[CH:16]([CH3:21])[CH2:17][CH2:18][CH2:19][CH2:20]3)[n:12]2)[cH:6][cH:7]1.[C:36](=[O:37])([O-:38])[O-:39].[CH2:42]1[O:43][CH2:44][CH2:45][O:46][CH2:47]1.[CH3:23][S:24](=[O:25])(=[O:26])[c:27]1[cH:28][cH:29][c:30]([B:33]([OH:34])[OH:35])[cH:31][cH:32]1.[Na+:40].[Na+:41]>>[c:2]1(-[c:30]2[cH:29][cH:28][c:27]([S:24]([CH3:23])(=[O:25])=[O:26])[cH:32][cH:31]2)[cH:3][cH:4][c:5](-[c:8]2[o:9][c:10]([CH3:22])[c:11]([CH2:13][CH2:14][N:15]3[CH:16]([CH3:21])[CH2:17][CH2:18][CH2:19][CH2:20]3)[n:12]2)[cH:6][cH:7]1. Reaction SMILES: Cl.C([NH:4][C@H:5]([C:10]([NH:12][C@H:13]([C:21]([OH:23])=O)[CH2:14][C:15]1[CH:20]=[CH:19][CH:18]=[CH:17][CH:16]=1)=[O:11])[CH2:6][C:7](=[O:9])[OH:8])=O.[CH3:24]O>>[CH3:24][O:8][C:7](=[O:9])[CH2:6][CH:5]1[C:10](=[O:11])[NH:12][CH:13]([CH2:14][C:15]2[CH:16]=[CH:17][CH:18]=[CH:19][CH:20]=2)[C:21](=[O:23])[NH:4]1. Product: COC(CC1NC(C(NC1=O)CC1=CC=CC=C1)=O)=O (5-benzyl-3,6-dioxo-2-piperazine acetic acid methyl ester). Reaction conditions: time 20 hour. Reported procedure: To a solution containing 11.6 g of hydrogen chloride dissolved in 400 ml of methanol was fed 61.6 g of N-formyl-α-L-aspartyl-L-phenylalanine and the resulting mixture was reacted at 40°-45° C. for 6 hours. Then, the resulting solution was distilled under reduced pressure to remove methanol. The residue was dissolved in 100 ml of dioxane and 200 ml of water. A 20% aqueous sodium carbonate solution was added dropwise to the resulting solution so as to adjust its pH at 7.8 and thereafter further re... Starting materials: Cl (hydrogen chloride), C(=O)N[C@@H](CC(O)=O)C(=O)N[C@@H](CC1=CC=CC=C1)C(=O)O (N-formyl-α-L-aspartyl-L-phenylalanine), CO (methanol). Starting materials: C(C)(C)C1=CC=C(C=C1)C(=O)C1=C(C(=CC=C1)OC)[N+](=O)[O-] ((4-isopropyl-phenyl)-(3-methoxy-2-nitro-phenyl)-methanone). Reagents/catalysts: [Ni] (Raney nickel). Run in CO (methanol), C1CCOC1 (THF). The product is NC1=C(C=CC=C1OC)C(=O)C1=CC=C(C=C1)C(C)C ((2-amino-3-methoxy-phenyl)-(4-isopropyl-phenyl)-methanone). As a reaction SMILES: [CH:1]([C:4]1[CH:9]=[CH:8][C:7]([C:10]([C:12]2[CH:17]=[CH:16][CH:15]=[C:14]([O:18][CH3:19])[C:13]=2[N+:20]([O-])=O)=[O:11])=[CH:6][CH:5]=1)([CH3:3])[CH3:2]>CO.C1COCC1.[Ni]>[NH2:20][C:13]1[C:14]([O:18][CH3:19])=[CH:15][CH:16]=[CH:17][C:12]=1[C:10]([C:7]1[CH:6]=[CH:5][C:4]([CH:1]([CH3:3])[CH3:2])=[CH:9][CH:8]=1)=[O:11]. Procedure: A solution of 6.8 g (22 mmol) (4-isopropyl-phenyl)-(3-methoxy-2-nitro-phenyl)-methanone in 90 ml methanol and 40 ml THF is hydrogenated at normal pressure and rt during 20 h in the presence of 2 g Raney nickel. After filtration and evaporation of the solvent the residue is taken up in ether and (4-isopropyl-phenyl)-(3-methoxy-2-nitro-phenyl)-methanone precipitates by the addition of saturated etheric hydrochloric acid as its hydrochloride. Reactants: ClC=1C=C2C(=CNC2=CC1)C=O (5-chloro-3-formylindole), [H-].[Na+] (sodium hydride), ice water, C(=O)(OCC1=CC=CC=C1)Cl (Carbobenzoxychloride). Run in O1CCCC1 (tetrahydrofuran). Run at time 20 minute. Yields the product C(C1=CC=CC=C1)OC(=O)N1C=C(C2=CC(=CC=C12)Cl)C=O (1-benzyloxycarbonyl-5-chloro-3-formylindol). RXN SMILES: [Cl:1][C:2]1[CH:3]=[C:4]2[C:8](=[CH:9][CH:10]=1)[NH:7][CH:6]=[C:5]2[CH:11]=[O:12].[H-].[Na+].[C:15](Cl)([O:17][CH2:18][C:19]1[CH:24]=[CH:23][CH:22]=[CH:21][CH:20]=1)=[O:16]>O1CCCC1>[CH2:18]([O:17][C:15]([N:7]1[C:8]2[C:4](=[CH:3][C:2]([Cl:1])=[CH:10][CH:9]=2)[C:5]([CH:11]=[O:12])=[CH:6]1)=[O:16])[C:19]1[CH:24]=[CH:23][CH:22]=[CH:21][CH:20]=1 |f:1.2|. Procedure: To a solution of 5-chloro-3-formylindole (5.00 g) in tetrahydrofuran (135 ml) was added sodium hydride (60% oil suspension, 3.53 g). The mixture was stirred for 20 minutes at room temperature. Carbobenzoxychloride (6.64 ml) was added to the mixture. After being stirred for 1 hour at room temperature, the whole was poured into ice water. The mixture was extracted with ethyl acetate. The extract was washed with brine and dried over magnesium sulfate. The solution was concentrated to give a residue... Starting materials: CI, CN(C)C=O, [H-], [Na+], O=P([O-])([O-])[O-], Oc1ccc(I)nc1. The product is COc1ccc(I)nc1. Reaction SMILES: [CH3:11][I:12].[CH3:18][N:19]([CH3:20])[CH:21]=[O:22].[H-:1].[Na+:2].[O-:13][P:14](=[O:15])([O-:16])[O-:17].[OH:3][c:4]1[cH:5][n:6][c:7]([I:10])[cH:8][cH:9]1>>[O:3]([c:4]1[cH:5][n:6][c:7]([I:10])[cH:8][cH:9]1)[CH3:11].